This data is from the Open Reaction Database (ORD), a public repository of structured organic reaction records. The task is: describe an organic reaction: reactants, conditions, products, and yield Reactants: ClC=1C=NC(=C(C(=O)OC)C1)OC1=CC(=CC=C1)F (methyl 5-chloro-2-(3-fluorophenoxy)nicotinate), [OH-].[Na+] (sodium hydroxide). The solvent is CO (methanol). Run at time 3 hour. Yields the product ClC=1C=NC(=C(C(=O)O)C1)OC1=CC(=CC=C1)F (5-Chloro-2-(3-fluorophenoxy)nicotinic acid). Isolated yield 93.0%. RXN SMILES: [Cl:1][C:2]1[CH:3]=[N:4][C:5]([O:12][C:13]2[CH:18]=[CH:17][CH:16]=[C:15]([F:19])[CH:14]=2)=[C:6]([CH:11]=1)[C:7]([O:9]C)=[O:8].[OH-].[Na+]>CO>[Cl:1][C:2]1[CH:3]=[N:4][C:5]([O:12][C:13]2[CH:18]=[CH:17][CH:16]=[C:15]([F:19])[CH:14]=2)=[C:6]([CH:11]=1)[C:7]([OH:9])=[O:8] |f:1.2|. Reported procedure: To a stirred solution of methyl 2,5-dichloronicotinate (J. Med. Chem. 1993, 36, 2676, 353 mg, 1.71 mmol) and 3-fluorophenol (291 mg, 2.6 mmol) in toluene (5 mL) was added potassium carbonate (360 mg, 2.6 mmol) in one portion. The resulting mixture was heated at reflux temperature for 16 h with azeotroping using a Dean Stark apparatus. The mixture was poured into water (50 mL) and the aqueous mixture was extracted with ethyl acetate (100 mL). The organic extracts were washed with water (50 mL) an... The reactants are C(C)(C)(C)OC(=O)N([C@@H](CC1=CC=C(C=C1)OCC1=CC=CC=C1)C(=O)O)C (Nα -t-butyloxycarbonyl-Nα -methyl-O-benzyl-L-tyrosine), product, C1CN2CCN1CC2 (triethylenediamine), S(=O)(=O)([O-])C1=CC=C(C)C=C1 (tosylate), N[C@H](C)C(=O)OCC1=CC=CC=C1 (D-alanine, benzyl ester), C1CCC(CC1)N=C=NC2CCCCC2 (DCC). Run in CCOCC (ether), CN(C)C=O (DMF). Run at temperature 0 celsius, time 5 minute. Yields the product C(C)(C)(C)OC(=O)N([C@@H](CC1=CC=C(C=C1)O)C(=O)N[C@H](C)C(=O)O)C (Nα -t-Butyloxycarbonyl-Nα -methyl-L-tyrosyl-D-alanine). Isolated yield 99.0%. RXN SMILES: [C:1]([O:5][C:6]([N:8]([CH3:28])[C@H:9]([C:25]([OH:27])=O)[CH2:10][C:11]1[CH:16]=[CH:15][C:14]([O:17]CC2C=CC=CC=2)=[CH:13][CH:12]=1)=[O:7])([CH3:4])([CH3:3])[CH3:2].S(C1C=CC(C)=CC=1)([O-])(=O)=O.[NH2:40][C@@H:41]([C:43]([O:45]CC1C=CC=CC=1)=[O:44])[CH3:42].C1N2CCN(CC2)C1.C1CCC(N=C=NC2CCCCC2)CC1>CCOCC.CN(C=O)C>[C:1]([O:5][C:6]([N:8]([CH3:28])[C@H:9]([C:25]([NH:40][C@@H:41]([C:43]([OH:45])=[O:44])[CH3:42])=[O:27])[CH2:10][C:11]1[CH:12]=[CH:13][C:14]([OH:17])=[CH:15][CH:16]=1)=[O:7])([CH3:2])([CH3:3])[CH3:4]. Reported procedure: To 30 ml. of DMF were added 2.73 grams (7.1 mmoles) of Nα -t-butyloxycarbonyl-Nα -methyl-O-benzyl-L-tyrosine (prepared by acidification of 3.6 grams of the product from Part A and extraction into ether). The solution was cooled to 0° C., and 2.26 grams (7.1 mmoles) of the tosylate salt of D-alanine, benzyl ester, were added followed by 0.794 grams (7.1 mmoles) of triethylenediamine. The mixture was stirred at 0° C. for five minutes, and 0.96 grams of HBT and 1.46 grams (7.1 mmoles) of DCC were a... Reactants: FC(S(=O)(=O)OC1=CC=C(C=C1)[N+](=O)[O-])(F)F (4-nitrophenyl trifluoromethanesulfonate), O1CCOCC1 (1,4-dioxane), C([O-])([O-])=O.[Cs+].[Cs+] (cesium carbonate), potassium methoxymethyl trifluoroborate, C1(=C(C=CC=C1)P(C1=C(C=CC=C1)C)C1=C(C=CC=C1)C)C (tri-o-tolylphosphine). Reagents/catalysts: C(C)(=O)[O-].[Pd+2].C(C)(=O)[O-] (palladium (II) acetate). The solvent is CCCCCCC (heptane), O (water), O (water). Run at temperature 95 celsius, time 4 hour. Yields the product COCC1=CC=C(C=C1)[N+](=O)[O-] (1-Methoxymethyl-4-nitrobenzene). Yield: 68.0%. RXN SMILES: FC(F)(F)S(O[C:7]1[CH:12]=[CH:11][C:10]([N+:13]([O-:15])=[O:14])=[CH:9][CH:8]=1)(=O)=O.[O:18]1[CH2:23]COC[CH2:19]1.C(=O)([O-])[O-].[Cs+].[Cs+].C1(C)C=CC=CC=1P(C1C=CC=CC=1C)C1C=CC=CC=1C>C([O-])(=O)C.[Pd+2].C([O-])(=O)C.CCCCCCC.O>[CH3:19][O:18][CH2:23][C:7]1[CH:12]=[CH:11][C:10]([N+:13]([O-:15])=[O:14])=[CH:9][CH:8]=1 |f:2.3.4,6.7.8|. Procedure: To a mixture of 4-nitrophenyl trifluoromethanesulfonate (30 mg, 0.11 mmol) and 1,4-dioxane (3 ml) were added water (0.3 ml), cesium carbonate (0.11 g, 0.34 mmol), potassium methoxymethyl trifluoroborate (17 mg, 0.11 mmol),palladium (II) acetate (1.3 mg, 0.0056 mmol) and tri-o-tolylphosphine (8.5 mg, 0.028 mmol). Then, the reaction mixture was stirred at 95° C. (external temperature) for 4 hours. After the reaction mixture was cooled at room temperature, water and heptane were added to the mixtur... Starting materials: C1CCOC1, COC(=O)C(CCC(=O)OC(C)(C)C)NC(=O)c1cc(OCC(=O)N2CCCC2C(=O)NCCF)n(-c2ccccc2)n1, [Li+], [OH-]. Yields the product CC(C)(C)OC(=O)CCC(NC(=O)c1cc(OCC(=O)N2CCCC2C(=O)NCCF)n(-c2ccccc2)n1)C(=O)O. RXN SMILES: [CH2:46]1[O:47][CH2:48][CH2:49][CH2:50]1.[CH3:1][O:2][C:3]([CH:4]([CH2:5][CH2:6][C:7](=[O:8])[O:9][C:10]([CH3:11])([CH3:12])[CH3:13])[NH:14][C:15](=[O:16])[c:17]1[n:18][n:19](-[c:37]2[cH:38][cH:39][cH:40][cH:41][cH:42]2)[c:20]([O:22][CH2:23][C:24](=[O:25])[N:26]2[CH:27]([C:31]([NH:32][CH2:33][CH2:34][F:35])=[O:36])[CH2:28][CH2:29][CH2:30]2)[cH:21]1)=[O:43].[Li+:45].[OH-:44]>>[O:2]=[C:3]([CH:4]([CH2:5][CH2:6][C:7](=[O:8])[O:9][C:10]([CH3:11])([CH3:12])[CH3:13])[NH:14][C:15](=[O:16])[c:17]1[n:18][n:19](-[c:37]2[cH:38][cH:39][cH:40][cH:41][cH:42]2)[c:20]([O:22][CH2:23][C:24](=[O:25])[N:26]2[CH:27]([C:31]([NH:32][CH2:33][CH2:34][F:35])=[O:36])[CH2:28][CH2:29][CH2:30]2)[cH:21]1)[OH:43]. The reactants are Cc1nc2c(OCc3c(Cl)ccc(N(C)C(=O)CNC(=O)CN4CCSCC4)c3Cl)cccn2c1Br, ClCCl, O=C(OO)c1cccc(Cl)c1. Yields the product Cc1nc2c(OCc3c(Cl)ccc(N(C)C(=O)CNC(=O)CN4CCS(=O)CC4)c3Cl)cccn2c1Br. RXN SMILES: [Br:1][c:2]1[c:3]([CH3:36])[n:4][c:5]2[n:6]1[cH:7][cH:8][cH:9][c:10]2[O:11][CH2:12][c:13]1[c:14]([Cl:35])[c:15]([N:20]([C:21]([CH2:22][NH:23][C:24]([CH2:25][N:26]2[CH2:27][CH2:28][S:29][CH2:30][CH2:31]2)=[O:32])=[O:33])[CH3:34])[cH:16][cH:17][c:18]1[Cl:19].[CH2:48]([Cl:49])[Cl:50].[Cl:37][c:38]1[cH:39][cH:40][cH:41][c:42]([C:43]([O:44][OH:46])=[O:45])[cH:47]1>>[Br:1][c:2]1[c:3]([CH3:36])[n:4][c:5]2[n:6]1[cH:7][cH:8][cH:9][c:10]2[O:11][CH2:12][c:13]1[c:14]([Cl:35])[c:15]([N:20]([C:21]([CH2:22][NH:23][C:24]([CH2:25][N:26]2[CH2:27][CH2:28][S:29](=[O:45])[CH2:30][CH2:31]2)=[O:32])=[O:33])[CH3:34])[cH:16][cH:17][c:18]1[Cl:19]. The reactants are C(=C)C1=CC=C(C=C1)[Mg]Cl (4-vinylphenylmagnesium chloride), BrC1=CC=CC=C1 (bromobenzene), [Cl-].[NH4+] (ammonium chloride). Reagents/catalysts: C(C)(=O)[O-].[Pd+2].C(C)(=O)[O-] (palladium (II) acetate), C1(=CC=CC=C1)[B-](C1=CC=CC=C1)(C1=CC=CC=C1)C1=CC=CC=C1.C(C)(C)(C)[PH+](C(C)(C)C)C(C)(C)C (tri-tert-butylphosphonium tetraphenylborate). Solvent: O1CCCC1 (tetrahydrofuran), O1CCCC1 (tetrahydrofuran). The product is C(=C)C1=CC=C(C=C1)C1=CC=CC=C1 (4-vinylbiphenyl). As a reaction SMILES: Br[C:2]1[CH:7]=[CH:6][CH:5]=[CH:4][CH:3]=1.[CH:8]([C:10]1[CH:15]=[CH:14][C:13]([Mg]Cl)=[CH:12][CH:11]=1)=[CH2:9].[Cl-].[NH4+]>C([O-])(=O)C.[Pd+2].C([O-])(=O)C.C1([B-](C2C=CC=CC=2)(C2C=CC=CC=2)C2C=CC=CC=2)C=CC=CC=1.C([PH+](C(C)(C)C)C(C)(C)C)(C)(C)C.O1CCCC1>[CH:8]([C:10]1[CH:15]=[CH:14][C:13]([C:2]2[CH:7]=[CH:6][CH:5]=[CH:4][CH:3]=2)=[CH:12][CH:11]=1)=[CH2:9] |f:2.3,4.5.6,7.8|. Procedure details: A 100-ml four-necked flask was equipped with a stirrer, a thermometer, a dropping funnel and a reflux condenser. 0.0674 g (0.3 mmol) of palladium (II) acetate and 6 ml of tetrahydrofuran were weighed in the flask, followed by stirring. Further, 0.314 g (0.6 mmol) of tri-tert-butylphosphonium tetraphenylborate obtained in Example A-1 was weighed in air and added into the flask. The flask was purged with argon, followed by stirring at 19° C. for 30 minutes. 4.710 g (30 mmol) of bromobenzene was ad... Starting materials: CC1(OC(=O)CC(=O)O1)C (Meldrum's acid), C1(=CC=CC=C1)C#CC1=CC=C(C(=O)O)C=C1 (4-phenylethynylbenzoic acid), C1(CCCCC1)N=C=NC1CCCCC1 (N, N′-dicyclohexylcarbodiimide). The reagents and catalysts are CN(C1=CC=NC=C1)C (4-dimethylaminopyridine). Solvent: C(Cl)Cl (methylene chloride), C(Cl)Cl (methylene chloride). Conditions: time 66 hour. Yields the product CC1(OC(C(C(O1)=O)CC1=CC=C(C=C1)C#CC1=CC=CC=C1)=O)C (2,2-dimethyl-5-[4-(phenylethynyl)benzyl]-1,3-dioxane-4,6-dione). The yield is 45.5%. As a reaction SMILES: [CH3:1][C:2]1([CH3:10])[O:9][C:7](=[O:8])[CH2:6][C:4](=[O:5])[O:3]1.[C:11]1([C:17]#[C:18][C:19]2[CH:27]=[CH:26][C:22]([C:23](O)=O)=[CH:21][CH:20]=2)[CH:16]=[CH:15][CH:14]=[CH:13][CH:12]=1.C1(N=C=NC2CCCCC2)CCCCC1>C(Cl)Cl.CN(C)C1C=CN=CC=1>[CH3:1][C:2]1([CH3:10])[O:9][C:7](=[O:8])[CH:6]([CH2:23][C:22]2[CH:26]=[CH:27][C:19]([C:18]#[C:17][C:11]3[CH:16]=[CH:15][CH:14]=[CH:13][CH:12]=3)=[CH:20][CH:21]=2)[C:4](=[O:5])[O:3]1. Reported procedure: To a mixture of Meldrum's acid (688 mg) and 4-phenylethynylbenzoic acid (955 mg) in methylene chloride (30 mL) was added a solution of 4-dimethylaminopyridine (830 mg) and N, N′-dicyclohexylcarbodiimide (976 mg) in methylene chloride (15 mL) under ice-cooling, and the mixture was stirred at room temperature for 66 hr. Insoluble material was removed by filtration, and the filtrate was washed with 10% potassium hydrogen sulfate (30 mL) and saturated brine and concentrated under reduced pressure. T...